The task is: describe an organic reaction: reactants, conditions, products, and yield. This data is from the Open Reaction Database (ORD), a public repository of structured organic reaction records. Starting materials: B, CCC1=C(c2cccc(F)c2)C(=O)N(c2cccc(C(F)(F)F)c2)C1, CO, Cl, [Na], C1CCOC1. Product: CCC1CN(c2cccc(C(F)(F)F)c2)C(=O)C1c1cccc(F)c1. RXN SMILES: [BH3:26].[CH2:1]([CH3:2])[C:3]1=[C:4]([c:19]2[cH:20][c:21]([F:25])[cH:22][cH:23][cH:24]2)[C:5](=[O:18])[N:6]([c:8]2[cH:9][c:10]([C:14]([F:15])([F:16])[F:17])[cH:11][cH:12][cH:13]2)[CH2:7]1.[CH3:28][OH:29].[ClH:30].[Na:27].[O:31]1[CH2:32][CH2:33][CH2:34][CH2:35]1>>[CH2:1]([CH3:2])[CH:3]1[CH:4]([c:19]2[cH:20][c:21]([F:25])[cH:22][cH:23][cH:24]2)[C:5](=[O:18])[N:6]([c:8]2[cH:9][c:10]([C:14]([F:15])([F:16])[F:17])[cH:11][cH:12][cH:13]2)[CH2:7]1. The product is C1(=CC=CC=C1)C(C1=CC(=NC=C1)C(=O)N)C1=CC=CC=C1 (4-(Diphenylmethyl)-Picolinamide). Reactants: C(C1=CC=CC=C1)(C1=CC=CC=C1)C1=CC=NC=C1 (4-benzhydrylpyridine), C(C)(C)(C)OO (t-butyl hydroperoxide), ferrous sulfate, C(=O)N (formamide), S(O)(O)(=O)=O (sulfuric acid). Reported procedure: Dissolve 20 g. (0.082 mole) of 4-benzhydrylpyridine in 200 ml. of formamide and, with external cooling, add 4.35 ml. (0.082 mole) of sulfuric acid. Adjust the reaction temperature to 5°-10° C. while adding 21.6 g. (0.24 mole) of t-butyl hydroperoxide and 67 g. (0.24 mole) of ferrous sulfate over a 30 minute interval. Remove the iron salts by filtration. Wash the precipitate with chloroform and water and separate the two liquid phases. Extract the aqueous phase with chloroform, wash the combined ... As a reaction SMILES: [CH:1]([C:14]1[CH:19]=[CH:18][N:17]=[CH:16][CH:15]=1)([C:8]1[CH:13]=[CH:12][CH:11]=[CH:10][CH:9]=1)[C:2]1[CH:7]=[CH:6][CH:5]=[CH:4][CH:3]=1.[CH:20]([NH2:22])=[O:21].S(=O)(=O)(O)O.C(OO)(C)(C)C>>[C:2]1([CH:1]([C:8]2[CH:13]=[CH:12][CH:11]=[CH:10][CH:9]=2)[C:14]2[CH:19]=[CH:18][N:17]=[C:16]([C:20]([NH2:22])=[O:21])[CH:15]=2)[CH:3]=[CH:4][CH:5]=[CH:6][CH:7]=1. Reactants: C(=O)NC1C2=CC=CC=C2OC=2C=CC=CC12 (9-formamidoxanthen), [H-].[Al+3].[Li+].[H-].[H-].[H-] (lithium aluminium hydride), O (water), [OH-].[Na+] (sodium hydroxide), O (water). Solvent: O1CCCC1 (tetrahydrofuran), O1CCCC1 (tetrahydrofuran). Conditions: time 8 hour. The product is CNC1C2=CC=CC=C2OC=2C=CC=CC12 (9-methylaminoxanthen). Reaction SMILES: [CH:1]([NH:3][CH:4]1[C:17]2[CH:16]=[CH:15][CH:14]=[CH:13][C:12]=2[O:11][C:10]2[C:5]1=[CH:6][CH:7]=[CH:8][CH:9]=2)=O.[H-].[Al+3].[Li+].[H-].[H-].[H-].O.[OH-].[Na+]>O1CCCC1>[CH3:1][NH:3][CH:4]1[C:5]2[CH:6]=[CH:7][CH:8]=[CH:9][C:10]=2[O:11][C:12]2[C:17]1=[CH:16][CH:15]=[CH:14][CH:13]=2 |f:1.2.3.4.5.6,8.9|. Reported procedure: A solution of 9-formamidoxanthen (30.5 g.) in tetrahydrofuran (400 ml.) was added to a suspension of lithium aluminium hydride (5.2 g.) in tetrahydrofuran (100 ml.) at room temperature. The mixture was stirred and refluxed for 5 hours, left to stand at room temperature overnight and then decomposed by the addition of water (5.2 ml.), 5N sodium hydroxide solution (4 ml.) and water (16.8 ml.). The suspension was filtered, the solid was washed with ether, and the combined filtrate and washings were... Reactants: Cl.Cl.Cl.Cl.Cl.CN1CCN(CC1)C1=NC(=NC(=C1)N1CC2=CC(=CC=C2CC1C)C1CCNCC1)N (4-(4-methylpiperazin-1-yl)-6-(3-methyl-7-piperidin-4-yl-3,4-dihydroisoquinolin-2(1H)-yl)pyrimidin-2-amine tetrahydrochloride HCl salt), C(C)(=O)Cl (acetyl chloride). The product is C(C)(=O)N1CCC(CC1)C1=CC=C2CC(N(CC2=C1)C1=NC(=NC(=C1)N1CCN(CC1)C)N)C (4-[7-(1-Acetylpiperidin-4-yl)-3-methyl-3,4-dihydroisoquinolin-2(1H)-yl]-6-(4-methylpiperazin-1-yl)pyrimidin-2-amine). RXN SMILES: Cl.Cl.Cl.Cl.Cl.[CH3:6][N:7]1[CH2:12][CH2:11][N:10]([C:13]2[CH:18]=[C:17]([N:19]3[CH:28]([CH3:29])[CH2:27][C:26]4[C:21](=[CH:22][C:23]([CH:30]5[CH2:35][CH2:34][NH:33][CH2:32][CH2:31]5)=[CH:24][CH:25]=4)[CH2:20]3)[N:16]=[C:15]([NH2:36])[N:14]=2)[CH2:9][CH2:8]1.[C:37](Cl)(=[O:39])[CH3:38]>>[C:37]([N:33]1[CH2:32][CH2:31][CH:30]([C:23]2[CH:22]=[C:21]3[C:26]([CH2:27][CH:28]([CH3:29])[N:19]([C:17]4[CH:18]=[C:13]([N:10]5[CH2:11][CH2:12][N:7]([CH3:6])[CH2:8][CH2:9]5)[N:14]=[C:15]([NH2:36])[N:16]=4)[CH2:20]3)=[CH:25][CH:24]=2)[CH2:35][CH2:34]1)(=[O:39])[CH3:38] |f:0.1.2.3.4.5|. Reported procedure: This compound was prepared by using procedures analogous to those described for the synthesis of Example 144 starting from 4-(4-methylpiperazin-1-yl)-6-(3-methyl-7-piperidin-4-yl-3,4-dihydroisoquinolin-2(1H)-yl)pyrimidin-2-amine tetrahydrochloride HCl salt (Example 144, Step 3) and acetyl chloride. LCMS (M+H)+: m/z=464.4.